From a dataset of the Open Reaction Database (ORD), a public repository of structured organic reaction records. describe an organic reaction: reactants, conditions, products, and yield Reactants: C(C)OC(CSC1=CN=C(S1)NC(=O)N(CC1CCC(CC1)C(C)(C)C)C1=CC(=C(C=C1)F)F)=O ({2-[3-(3,4-difluoro-phenyl)-3-(4-tert-butyl-cyclohexylmethyl)-ureido]-thiazol-5-ylsulfanyl}-acetic acid ethyl ester), C(C)OC(CSC1=CN=C(S1)N)=O ((2-amino-thiazol-5-ylsulfanyl)acetic acid ethyl ester), C1(CCCC1)CN(C(NC=1SC=C(N1)CC(=O)O)=O)C1=CC=C(C=C1)S(=O)(=O)C ({2-[3-cyclopentylmethyl-3-(4-methanesulfonyl-phenyl)-ureido]-thiazol-4-yl}-acetic acid), C(C)(C)(C)C1CCC(CC1)CNC1=CC(=C(C=C1)F)F (4-tert-butyl-cyclohexylmethyl-(3,4-difluorophenyl)-amine). Product: C(C)(C)(C)C1CCC(CC1)CN(C(NC=1SC(=CN1)SCC(=O)O)=O)C1=CC(=C(C=C1)F)F ({2-[3-(4-tert-Butyl-cyclohexyl methyl)-3-(3,4-difluoro-phenyl)-ureido]-thiazol-5-ylsulfanyl}-acetic acid). RXN SMILES: C([O:3][C:4](=[O:35])[CH2:5][S:6][C:7]1[S:11][C:10]([NH:12][C:13]([N:15]([C:27]2[CH:32]=[CH:31][C:30]([F:33])=[C:29]([F:34])[CH:28]=2)[CH2:16][CH:17]2[CH2:22][CH2:21][CH:20]([C:23]([CH3:26])([CH3:25])[CH3:24])[CH2:19][CH2:18]2)=[O:14])=[N:9][CH:8]=1)C.C1(CN(C2C=CC(S(C)(=O)=O)=CC=2)C(=O)NC2SC=C(CC(O)=O)N=2)CCCC1.C(C1CCC(CNC2C=CC(F)=C(F)C=2)CC1)(C)(C)C.C(OC(=O)CSC1SC(N)=NC=1)C>>[C:23]([CH:20]1[CH2:21][CH2:22][CH:17]([CH2:16][N:15]([C:27]2[CH:32]=[CH:31][C:30]([F:33])=[C:29]([F:34])[CH:28]=2)[C:13](=[O:14])[NH:12][C:10]2[S:11][C:7]([S:6][CH2:5][C:4]([OH:35])=[O:3])=[CH:8][N:9]=2)[CH2:18][CH2:19]1)([CH3:26])([CH3:24])[CH3:25]. Procedure: The title compound was prepared via {2-[3-(3,4-difluoro-phenyl)-3-(4-tert-butyl-cyclohexylmethyl)-ureido]-thiazol-5-ylsulfanyl}-acetic acid ethyl ester in a similar manner as described for the synthesis of {2-[3-cyclopentylmethyl-3-(4-methanesulfonyl-phenyl)-ureido]-thiazol-4-yl}-acetic acid, using 4-tert-butyl-cyclohexylmethyl-(3,4-difluorophenyl)-amine and (2-amino-thiazol-5-ylsulfanyl)acetic acid ethyl ester.